This data is from the Open Reaction Database (ORD), a public repository of structured organic reaction records. The task is: describe an organic reaction: reactants, conditions, products, and yield Starting materials: ClC1=CC=C(CCl)C=C1 (4-Chlorobenzyl chloride), CCN(C(C)C)C(C)C (iPr2NEt), C(C)(C)(C)OC(=O)NC1CNCC1 (3-[(tert-butoxycarbonyl)amino]pyrrolidine). The solvent is CN(C)C=O (DMF). Run at temperature 70 celsius, time 15 hour. Product: C(C)(C)(C)OC(=O)NC1CN(CC1)CC1=CC=C(C=C1)Cl (3-[(tert-butoxycarbonyl)amino]-1-(4-chlorobenzyl)pyrrolidine). Yield: 80.2%. RXN SMILES: [Cl:1][C:2]1[CH:9]=[CH:8][C:5]([CH2:6]Cl)=[CH:4][CH:3]=1.CCN(C(C)C)C(C)C.[C:19]([O:23][C:24]([NH:26][CH:27]1[CH2:31][CH2:30][NH:29][CH2:28]1)=[O:25])([CH3:22])([CH3:21])[CH3:20]>CN(C=O)C>[C:19]([O:23][C:24]([NH:26][CH:27]1[CH2:31][CH2:30][N:29]([CH2:6][C:5]2[CH:8]=[CH:9][C:2]([Cl:1])=[CH:3][CH:4]=2)[CH2:28]1)=[O:25])([CH3:22])([CH3:20])[CH3:21]. Procedure details: 4-Chlorobenzyl chloride (4.15 g, 25.8 mmol) and iPr2NEt (6.67 g, 51.6 mmol) were added to a DMF (50 mL) solution of 3-[(tert-butoxycarbonyl)amino]pyrrolidine (4.81 g, 25.8 mmol). The reaction mixture was stirred at 70° C. for 15 hours, and the solvent was removed under reduced pressure. The objective 3-[(tert-butoxycarbonyl)amino]-1-(4-chlorobenzyl)pyrrolidine (6.43 g, 80%) was obtained as an off-white solid by recrystallization (acetonitrile, 50 mL). 1H NMR (CDCl3, 300 MHz) δ 1.37 (s, 9H), 1.5-... Starting materials: CCn1c(-c2nonc2N)nc2cncc(C(=O)n3ccnc3)c21, C1CNC(CN2CCCC2)C1, CN(C)C=O. Yields the product CCn1c(-c2nonc2N)nc2cncc(C(=O)N3CCCC3CN3CCCC3)c21. RXN SMILES: [NH2:12][c:13]1[c:14](-[c:18]2[n:19]([CH2:34][CH3:35])[c:20]3[c:21]([cH:22][n:23][cH:24][c:25]3[C:26](=[O:27])[n:28]3[cH:29][cH:30][n:31][cH:32]3)[n:33]2)[n:15][o:16][n:17]1.[NH:1]1[CH:2]([CH2:6][N:7]2[CH2:8][CH2:9][CH2:10][CH2:11]2)[CH2:3][CH2:4][CH2:5]1.[O:36]=[CH:37][N:38]([CH3:39])[CH3:40]>>[N:1]1([C:26]([c:25]2[c:20]3[n:19]([CH2:34][CH3:35])[c:18](-[c:14]4[c:13]([NH2:12])[n:17][o:16][n:15]4)[n:33][c:21]3[cH:22][n:23][cH:24]2)=[O:27])[CH:2]([CH2:6][N:7]2[CH2:8][CH2:9][CH2:10][CH2:11]2)[CH2:3][CH2:4][CH2:5]1. Reactants: BrC1=CC=C(C=C1)NC(=O)C1=CC2=C(N(C(=N2)NC2=C(C=CC(=C2)CNC(=O)OC(C)(C)C)Cl)C)C=C1OCC(F)F (N-(4-bromo-phenyl)-2-(2-chloro-5-{[(tert-butoxycarbonyl)-amino]-methyl}-phenylamino)-6-(2,2-difluoro-ethoxy)-1-methyl-1H-benzimidazole-5-carboxylic acid amide), C(=O)(C(F)(F)F)O (TFA). Run in C(Cl)Cl (DCM). Yields the product BrC1=CC=C(C=C1)NC(=O)C1=CC2=C(N(C(=N2)NC2=C(C=CC(=C2)CN)Cl)C)C=C1OCC(F)F (N-(4-Bromo-phenyl)-2-(2-chloro-5-{[amino]-methyl}-phenylamino)-6-(2,2-difluoro-ethoxy)-1-methyl-1H-benzimidazole-5-carboxylic acid amide). As a reaction SMILES: [Br:1][C:2]1[CH:7]=[CH:6][C:5]([NH:8][C:9]([C:11]2[C:37]([O:38][CH2:39][CH:40]([F:42])[F:41])=[CH:36][C:14]3[N:15]([CH3:35])[C:16]([NH:18][C:19]4[CH:24]=[C:23]([CH2:25][NH:26]C(OC(C)(C)C)=O)[CH:22]=[CH:21][C:20]=4[Cl:34])=[N:17][C:13]=3[CH:12]=2)=[O:10])=[CH:4][CH:3]=1.C(O)(C(F)(F)F)=O>C(Cl)Cl>[Br:1][C:2]1[CH:7]=[CH:6][C:5]([NH:8][C:9]([C:11]2[C:37]([O:38][CH2:39][CH:40]([F:42])[F:41])=[CH:36][C:14]3[N:15]([CH3:35])[C:16]([NH:18][C:19]4[CH:24]=[C:23]([CH2:25][NH2:26])[CH:22]=[CH:21][C:20]=4[Cl:34])=[N:17][C:13]=3[CH:12]=2)=[O:10])=[CH:4][CH:3]=1. Reported procedure: A mixture of N-(4-bromo-phenyl)-2-(2-chloro-5-{[(tert-butoxycarbonyl)-amino]-methyl}-phenylamino)-6-(2,2-difluoro-ethoxy)-1-methyl-1H-benzimidazole-5-carboxylic acid amide (1.35 g; 2.03 mmol) and TFA (3.47 g; 30.5 mmol) in DCM (75 mL) was stirred over night at rt. The mixture was cooled to 0° C. and basicified to pH ˜10 and extracted with DCM. The organic extracts were dried over Na2SO4, filtered and concentrated. The residue was washed with a mixture of Et2O and petroleum ether to give the sub-... The reactants are [OH-].[Na+] (Sodium hydroxide), C(C)OC(C(C(=O)OCC)CCOCCOC)=O (diethyl[2-(2-methoxyethoxy)ethyl]malonate), CO (MeOH). Run in O (water). The product is COCCOCCC(C(=O)O)C(=O)O ([2-(2-methoxyethoxy)ethyl]malonic acid). Yield: 98.0%. As a reaction SMILES: [OH-].[Na+].C([O:5][C:6](=[O:20])[CH:7]([CH2:13][CH2:14][O:15][CH2:16][CH2:17][O:18][CH3:19])[C:8]([O:10]CC)=[O:9])C.CO>O>[CH3:19][O:18][CH2:17][CH2:16][O:15][CH2:14][CH2:13][CH:7]([C:8]([OH:10])=[O:9])[C:6]([OH:20])=[O:5] |f:0.1|. Procedure: Sodium hydroxide (2.00 g, 50.00 mmol) in water (15 mL) was added to a stirred solution of diethyl[2-(2-methoxyethoxy)ethyl]malonate (Step 1) (2.35 g, 8.96 mmol). The reaction was kept at ambient temperature for 10 minutes before MeOH was removed in vacuo. The resulting solution was acidified to pH=1 by the addition of HCl (5 M). Diethyl ether was added and the two phases were separated. The aqueous phase was extracted three times with diethyl ether. The organic extracts were combined, dried over... Reactants: CC(CC(=O)OC)CCC (methyl l-3-methylhexanoate), C(C)(=O)O (Acetic acid), C(CCC)[Li] (n-butyl lithium), CP(OC)(OC)=O (dimethyl methylphosphonate). Run in C1CCOC1 (THF), O (water), C1CCOC1 (THF). Conditions: time 20 minute. Yields the product C[C@H](CC(CP(OC)(OC)=O)=O)CCC (dimethyl 4(S)-methyl-2-oxo-heptylphosphonate). Yield: 72.1%. As a reaction SMILES: C([Li])CCC.[CH3:6][P:7](=[O:12])([O:10][CH3:11])[O:8][CH3:9].[CH3:13][CH:14]([CH2:20][CH2:21][CH3:22])[CH2:15][C:16](OC)=[O:17].C(O)(=O)C>C1COCC1.O>[CH3:13][C@@H:14]([CH2:20][CH2:21][CH3:22])[CH2:15][C:16](=[O:17])[CH2:6][P:7](=[O:12])([O:10][CH3:11])[O:8][CH3:9]. Procedure details: Under argon atmosphere, 1.63N n-butyl lithium (65 ml, 106 mmol) was added dropwise at -78° C. to a stirred solution of dimethyl methylphosphonate (13.6 g, 110 mmol) in anhydrous THF (200 ml) and stirring was further continued for 20 minutes. A solution of methyl l-3-methylhexanoate (6.92 g, 48 mmol) in anhydrous THF (20 ml) was added dropwise, and the mixture was stirred at room temperature for one hour. Acetic acid (6.7 ml) was added to neutralize the solution and water (70 ml) was then added. ... Starting materials: I(=O)(=O)(=O)[O-].[Na+] (sodium periodate), [OH-].[Na+] (NaOH), CC(CC1(C(=O)OC(C1)CO)C(=C)C)C (α-(2-methylpropyl)-α-(propen-2-yl)-γ-hydroxymethyl-γ-butyrolactone), [OH-].[Na+] (NaOH), C1CCOC1 (THF). The solvent is O (H2O), O (H2O). Run at time 19 hour. Yields the product CC(C[C@]1(C(=O)O[C@H](C1)O)C(=C)C)C ([R*,R*]α-(2-Methylpropyl)-α-(propen-2-yl)-γ-hydroxy-γ-butyrolactone). Isolated yield 98.0%. As a reaction SMILES: [CH3:1][CH:2]([CH3:15])[CH2:3][C:4]1([C:12]([CH3:14])=[CH2:13])[CH2:9][CH:8](CO)[O:7][C:5]1=[O:6].[OH-].[Na+].C1C[O:21]CC1.I([O-])(=O)(=O)=O.[Na+]>O>[CH3:1][CH:2]([CH3:15])[CH2:3][C@:4]1([C:12]([CH3:14])=[CH2:13])[CH2:9][C@H:8]([OH:21])[O:7][C:5]1=[O:6] |f:1.2,4.5|. Reported procedure: A mixture of [S-(R*,R*)]-α-(2-methylpropyl)-α-(propen-2-yl)-γ-hydroxymethyl-γ-butyrolactone (682 mg, 3.21 mmol), NaOH (350 mg, 8.75 mmol), THF (40 mL), and H2O (10 mL) is stirred for 19 hours at room temperature. Additional NaOH (114 mg, 2.85 mmol) is added after 16 hours. The mixture is concentrated and the residue taken up into MeOH (43 mL). A solution of sodium periodate (862 mg, 4.03 mmol) and H2O (4.3 mL) is added and the mixture stirred at room temperature for 3 hours. After concentration,...